This data is from the Open Reaction Database (ORD), a public repository of structured organic reaction records. The task is: describe an organic reaction: reactants, conditions, products, and yield Reactants: CC(=O)O, CO, [H][H], NCC(O)c1cccc(Cl)c1, O=C1CCC(c2ccccc2)CC1. Product: OC(CNC1CCC(c2ccccc2)CC1)c1cccc(Cl)c1. RXN SMILES: [CH3:1][C:2](=[O:3])[OH:4].[CH3:31][OH:32].[H:29][H:30].[NH2:5][CH2:6][CH:7]([OH:8])[c:9]1[cH:10][c:11]([Cl:15])[cH:12][cH:13][cH:14]1.[c:16]1([CH:22]2[CH2:23][CH2:24][C:25](=[O:28])[CH2:26][CH2:27]2)[cH:17][cH:18][cH:19][cH:20][cH:21]1>>[NH:5]([CH2:6][CH:7]([OH:8])[c:9]1[cH:10][c:11]([Cl:15])[cH:12][cH:13][cH:14]1)[CH:25]1[CH2:24][CH2:23][CH:22]([c:16]2[cH:17][cH:18][cH:19][cH:20][cH:21]2)[CH2:27][CH2:26]1. Reactants: [Al+3], N#CCC1Nc2ccccc2N2CCc3cccc1c32, CCOC(C)=O, [H-], [H-], [H-], [H-], [Li+], C1CCOC1. Yields the product CC(=O)NCCC1Nc2ccccc2N2CCc3cccc1c32. RXN SMILES: [Al+3:2].[CH2:7]1[CH2:8][c:9]2[cH:10][cH:11][cH:12][c:13]3[c:19]2[N:18]1[c:17]1[c:16]([cH:23][cH:22][cH:21][cH:20]1)[NH:15][CH:14]3[CH2:24][C:25]#[N:26].[CH3:27][CH2:28][O:29][C:30](=[O:31])[CH3:32].[H-:1].[H-:4].[H-:5].[H-:6].[Li+:3].[O:33]1[CH2:34][CH2:35][CH2:36][CH2:37]1>>[CH2:7]1[CH2:8][c:9]2[cH:10][cH:11][cH:12][c:13]3[c:19]2[N:18]1[c:17]1[c:16]([cH:23][cH:22][cH:21][cH:20]1)[NH:15][CH:14]3[CH2:24][CH2:25][NH:26][C:28]([CH3:27])=[O:29].